Dataset: the Open Reaction Database (ORD), a public repository of structured organic reaction records. Task: describe an organic reaction: reactants, conditions, products, and yield Reactants: CCOC(=O)C(Br)C(=O)OCC, CN(C)P(=O)(N(C)C)N(C)C, [H-], [Na+], Cc1cc(O)no1. Product: CCOC(=O)C(Oc1cc(C)on1)C(=O)OCC. As a reaction SMILES: [Br:10][CH:11]([C:12](=[O:13])[O:14][CH2:15][CH3:16])[C:17](=[O:18])[O:19][CH2:20][CH3:21].[CH3:22][N:23]([CH3:24])[P:25](=[O:26])([N:27]([CH3:28])[CH3:29])[N:30]([CH3:31])[CH3:32].[H-:8].[Na+:9].[OH:1][c:2]1[n:3][o:4][c:5]([CH3:7])[cH:6]1>>[O:1]([c:2]1[n:3][o:4][c:5]([CH3:7])[cH:6]1)[CH:11]([C:12](=[O:13])[O:14][CH2:15][CH3:16])[C:17](=[O:18])[O:19][CH2:20][CH3:21]. The reactants are O=C([O-])[O-], CC(=O)[O-], CC(=O)[O-], CCc1cc(N)n(-c2ccccn2)n1, CN(C)C=O, O=C(O)c1cc(F)c(F)cc1Cl, Cl, [Cu+2], [K+], [K+], O. Yields the product CCc1cc(Nc2cc(F)c(F)cc2C(=O)O)n(-c2ccccn2)n1. RXN SMILES: [C:27](=[O:28])([O-:29])[O-:30].[C:39]([O-:40])(=[O:41])[CH3:42].[C:44]([O-:45])(=[O:46])[CH3:47].[CH2:1]([CH3:2])[c:3]1[n:4][n:5](-[c:9]2[n:10][cH:11][cH:12][cH:13][cH:14]2)[c:6]([NH2:8])[cH:7]1.[CH3:34][N:35]([CH3:36])[CH:37]=[O:38].[Cl:15][c:16]1[c:17]([C:18](=[O:19])[OH:20])[cH:21][c:22]([F:26])[c:23]([F:25])[cH:24]1.[ClH:33].[Cu+2:43].[K+:31].[K+:32].[OH2:48]>>[CH2:1]([CH3:2])[c:3]1[n:4][n:5](-[c:9]2[n:10][cH:11][cH:12][cH:13][cH:14]2)[c:6]([NH:8][c:16]2[c:17]([C:18](=[O:19])[OH:20])[cH:21][c:22]([F:26])[c:23]([F:25])[cH:24]2)[cH:7]1. Reactants: 35, CC1C(C(=CCC1C)C)=O (2,3,6-trimethylcyclohex-5-en-1-one), CN1CCOCC1 (N-methylmorpholine), N (ammonia), 300. The reagents and catalysts are [Pd] (Pd), [Zn] (Zn). Run at time 10 hour. The product is CC1=C(N)C(=CC=C1C)C (2,3,6-trimethylaniline), CC1C(C(CCC1C)C)=O (2,3,6-trimethylcyclohexan-1-one). As a reaction SMILES: [CH3:1][CH:2]1[CH:7]([CH3:8])[CH2:6][CH:5]=[C:4]([CH3:9])[C:3]1=[O:10].C[N:12]1CCOCC1.N>[Pd].[Zn]>[CH3:1][C:2]1[C:7]([CH3:8])=[CH:6][CH:5]=[C:4]([CH3:9])[C:3]=1[NH2:12].[CH3:1][CH:2]1[CH:7]([CH3:8])[CH2:6][CH2:5][CH:4]([CH3:9])[C:3]1=[O:10]. Reported procedure: In a stirred autoclave having a useful capacity of 300 parts by volume, a solution of 35 parts of 2,3,6-trimethylcyclohex-5-en-1-one in 35 parts of N-methylmorpholine, 34 parts of ammonia and 5 parts of a finely divided catalyst, containing 0.5% by weight of Pd and 0.1% by weight of Zn on Al2O3, are kept for 10 hours at 230° C. and the autogenous pressure (about 150 bar). The mixture is then allowed to cool, filtered and purified by distillation. 18.2 parts of 2,3,6-trimethylaniline and 15.3 par... Starting materials: [Cl-].[NH4+] (ammonium chloride), Cl.Cl.N1=CC=C(C=C1)N1CCN(CC1)CCC(=O)OC (methyl 3-[4(4-pyridyl)piperazin-1-yl]propionate dihydrochloride), [OH-].[Li+] (lithium hydroxide). Solvent: O1CCCC1 (tetrahydrofuran), O (water), O (water). Run at time 2 hour. The product is N1=CC=C(C=C1)N1CCN(CC1)CCC(=O)O (3-[4-(4-Pyridyl)-piperazin-1-yl]-propionic acid). Reaction SMILES: Cl.Cl.[N:3]1[CH:8]=[CH:7][C:6]([N:9]2[CH2:14][CH2:13][N:12]([CH2:15][CH2:16][C:17]([O:19]C)=[O:18])[CH2:11][CH2:10]2)=[CH:5][CH:4]=1.[OH-].[Li+].[Cl-].[NH4+]>O1CCCC1.O>[N:3]1[CH:4]=[CH:5][C:6]([N:9]2[CH2:14][CH2:13][N:12]([CH2:15][CH2:16][C:17]([OH:19])=[O:18])[CH2:11][CH2:10]2)=[CH:7][CH:8]=1 |f:0.1.2,3.4,5.6|. Procedure: To a solution of 6 g (0.02 Mol) of methyl 3-[4(4-pyridyl)piperazin-1-yl]propionate dihydrochloride in 80 ml of tetrahydrofuran and 100 ml of water is added a solution of 4.2 g (0.1 Mol) of lithium hydroxide in 100 ml of water and the mixture is stirred for two hours at ambient temperature. It is then evaporated to dryness in vacuo and the residue remaining is taken up in absolute ethanol. 5.3 g (0.1 Mol) of ammonium chloride are added, the inorganic salts precipitated are suction filtered and th...